Dataset: the Open Reaction Database (ORD), a public repository of structured organic reaction records. Task: describe an organic reaction: reactants, conditions, products, and yield Procedure details: In one aspect, the alcohol used in the preparation of umeclidinium bromide may be, for example, any isomer of propanol or butanol, such as n-propanol. Alternatively, the reaction may be performed in the presence of a dipolar aprotic solvent, which has a boiling point greater than 90° C., including but not limited to, DMF, DMA, DMSO or NMP. As a reaction SMILES: [CH:1]1[CH:2]=[CH:3][C:4]([CH2:7][O:8][CH2:9][CH2:10][N+]23CCC(C(O)(C4C=CC=CC=4)C4C=CC=CC=4)(CC2)CC3)=[CH:5][CH:6]=1.[Br-:33].C(O)CC.C(O)CCC.CN(C=O)C>CN1C(=O)CCC1.CS(C)=O.CC(N(C)C)=O>[Br:33][CH2:10][CH2:9][O:8][CH2:7][C:4]1[CH:3]=[CH:2][CH:1]=[CH:6][CH:5]=1 |f:0.1|. Product: BrCCOCC1=CC=CC=C1 (((2-bromoethoxy)methyl)benzene). The reactants are C(CCC)O (butanol), C(CC)O (n-propanol), alcohol, C=1C=CC(=CC1)COCC[N+]23CCC(CC2)(CC3)C(C=4C=CC=CC4)(C=5C=CC=CC5)O.[Br-] (umeclidinium bromide), C(CC)O (propanol), CN(C)C=O (DMF). The solvent is CS(=O)C (DMSO), CC(=O)N(C)C (DMA), CN1CCCC1=O (NMP).